This data is from the Open Reaction Database (ORD), a public repository of structured organic reaction records. The task is: describe an organic reaction: reactants, conditions, products, and yield As a reaction SMILES: [C:1]([Cu])#N.C[Li].[Cl:6][C:7]1[CH:12]=[C:11]([C:13]2[N:18]([CH2:19][C:20]#[CH:21])[C:17](=[O:22])[C:16]([CH2:23][CH3:24])=[C:15](OS(C(F)(F)F)(=O)=O)[N:14]=2)[CH:10]=[C:9]([Cl:33])[N:8]=1>C1COCC1>[Cl:6][C:7]1[CH:12]=[C:11]([C:13]2[N:18]([CH2:19][C:20]#[CH:21])[C:17](=[O:22])[C:16]([CH2:23][CH3:24])=[C:15]([CH3:1])[N:14]=2)[CH:10]=[C:9]([Cl:33])[N:8]=1. Run at time 15 minute. Solvent: C1CCOC1 (THF), C1CCOC1 (THF). Yield: 71.0%. The reactants are C(#N)[Cu] (CuCN), C[Li] (methyllithium), ClC1=NC(=CC(=C1)C1=NC(=C(C(N1CC#C)=O)CC)OS(=O)(=O)C(F)(F)F)Cl (2-(2,6-dichloro-4-pyridyl)-5-ethyl-3-propargyl-6-trifluoromethanesulfonyloxy-4(3H)-pyrimidinone). Yields the product ClC1=NC(=CC(=C1)C1=NC(=C(C(N1CC#C)=O)CC)C)Cl (2-(2,6-dichloro-4-pyridyl)-5-ethyl-6-methyl-3-propargyl-4(3H)-pyrimidinone). Procedure: To a stirred, cold (-78° C.) solution of CuCN (1.91 g, 20 mmol) in 100 mL of THF was added methyllithium (30 mL, 49 mmol, 2.1 equiv, 1.4M in diethyl ether) over 10 min. After stirring for 15 min, this solution was added over 10 min via a canula to a cold (-78° C.) solution of 2-(2,6-dichloro-4-pyridyl)-5-ethyl-3-propargyl-6-trifluoromethanesulfonyloxy-4(3H)-pyrimidinone in 20 mL of THF. The reaction mixture was stirred for 30 min, quenched with 15 mL of 10% concentrated NH4OH/saturated NH4Cl, di... Starting materials: CC(=O)O, CC(=O)CS(=O)(=O)C(C)C, ClCCl, O=S(=O)(Cl)Cl. Reaction SMILES: [C:16]([OH:17])(=[O:18])[CH3:19].[CH:6]([CH3:7])([CH3:8])[S:9](=[O:10])(=[O:11])[CH2:12][C:13]([CH3:14])=[O:15].[Cl:20][CH2:21][Cl:22].[S:1]([Cl:2])(=[O:3])([Cl:4])=[O:5]>>[Cl:4][CH:12]([S:9]([CH:6]([CH3:7])[CH3:8])(=[O:10])=[O:11])[C:13]([CH3:14])=[O:15]. Product: CC(=O)C(Cl)S(=O)(=O)C(C)C. The reactants are aqueous solution, [OH-].[Na+] (sodium hydroxide), C(CC)OCCOC1=CC=C(OC=2C=CC3=C(C=C(CCS3(=O)=O)C(=O)OC)C2)C=C1 (methyl 7-[4-(2-propoxyethoxy)phenoxy]-1,1-dioxo-2,3-dihydro-1-benzothiepine-4-carboxylate). Solvent: C1CCOC1 (THF), CO (methanol). Run at temperature 65 celsius, time 16 hour. Yields the product C(CC)OCCOC1=CC=C(OC=2C=CC3=C(C=C(CCS3(=O)=O)C(=O)O)C2)C=C1 (7-[4-(2-propoxyethoxy)phenoxy]-1,1-dioxo-2,3-dihydro-1-benzothiepine-4-carboxylic acid). Isolated yield 64.5%. As a reaction SMILES: [CH2:1]([O:4][CH2:5][CH2:6][O:7][C:8]1[CH:31]=[CH:30][C:11]([O:12][C:13]2[CH:14]=[CH:15][C:16]3[S:22](=[O:24])(=[O:23])[CH2:21][CH2:20][C:19]([C:25]([O:27]C)=[O:26])=[CH:18][C:17]=3[CH:29]=2)=[CH:10][CH:9]=1)[CH2:2][CH3:3].[OH-].[Na+]>C1COCC1.CO>[CH2:1]([O:4][CH2:5][CH2:6][O:7][C:8]1[CH:9]=[CH:10][C:11]([O:12][C:13]2[CH:14]=[CH:15][C:16]3[S:22](=[O:24])(=[O:23])[CH2:21][CH2:20][C:19]([C:25]([OH:27])=[O:26])=[CH:18][C:17]=3[CH:29]=2)=[CH:30][CH:31]=1)[CH2:2][CH3:3] |f:1.2|. Reported procedure: To methyl 7-[4-(2-propoxyethoxy)phenoxy]-1,1-dioxo-2,3-dihydro-1-benzothiepine-4-carboxylate (0.40 g) dissolved in THF (12 ml)/methanol (6.0 ml) was added a 1 N aqueous solution (2.7 ml) of sodium hydroxide, and the resulting mixture was stirred at 65° C. for 16 hours. After cooling to the room temperature, the reaction mixture was concentrated under reduced pressure to remove a half of the solvent. A 1 N aqueous solution of sodium hydroxide (3.0 ml) was added to the resulting mixture, which was... Starting materials: CN(C)CCOc1ccc2[nH]c(C(=O)O)cc2c1, CCN=C=NCCCN(C)C, Cc1ccc(S(=O)(=O)O)cc1, CC(C)(C)OC(=O)NNS(=O)(=O)c1ccc2c3c(cc([N+](=O)[O-])c2c1)NCC3CCl, Cl, [Na+], O=C([O-])O. Yields the product CN(C)CCOc1ccc2[nH]c(C(=O)N3CC(CCl)c4c3cc([N+](=O)[O-])c3cc(S(=O)(=O)NNC(=O)OC(C)(C)C)ccc43)cc2c1. RXN SMILES: [CH3:32][N:33]([CH2:34][CH2:35][O:36][c:37]1[cH:38][c:39]2[cH:40][c:41]([C:46](=[O:47])[OH:48])[nH:42][c:43]2[cH:44][cH:45]1)[CH3:49].[CH3:50][CH2:51][N:52]=[C:53]=[N:54][CH2:55][CH2:56][CH2:57][N:58]([CH3:59])[CH3:60].[CH3:61][c:62]1[cH:63][cH:64][c:65]([S:66]([OH:67])(=[O:68])=[O:69])[cH:70][cH:71]1.[Cl:1][CH2:2][CH:3]1[CH2:4][NH:5][c:6]2[cH:7][c:8]([N+:28](=[O:29])[O-:30])[c:9]3[c:10]([c:11]21)[cH:12][cH:13][c:14]([S:16](=[O:17])(=[O:18])[NH:19][NH:20][C:21](=[O:22])[O:23][C:24]([CH3:25])([CH3:26])[CH3:27])[cH:15]3.[ClH:31].[Na+:76].[O-:72][C:73]([OH:74])=[O:75]>>[Cl:1][CH2:2][CH:3]1[CH2:4][N:5]([C:46]([c:41]2[cH:40][c:39]3[cH:38][c:37]([O:36][CH2:35][CH2:34][N:33]([CH3:32])[CH3:49])[cH:45][cH:44][c:43]3[nH:42]2)=[O:47])[c:6]2[cH:7][c:8]([N+:28](=[O:29])[O-:30])[c:9]3[c:10]([c:11]21)[cH:12][cH:13][c:14]([S:16](=[O:17])(=[O:18])[NH:19][NH:20][C:21](=[O:22])[O:23][C:24]([CH3:25])([CH3:26])[CH3:27])[cH:15]3.